From a dataset of the Open Reaction Database (ORD), a public repository of structured organic reaction records. describe an organic reaction: reactants, conditions, products, and yield The reactants are CI, CCOC(C)=O, COC(=O)c1cccc(-n2cccc2CN(C)C)c1. The product is COC(=O)c1cccc(-n2cccc2C[N+](C)(C)C)c1, [I-]. As a reaction SMILES: [CH3:1][I:2].[CH3:22][CH2:23][O:24][C:25](=[O:26])[CH3:27].[CH3:3][N:4]([CH3:5])[CH2:6][c:7]1[n:8](-[c:12]2[cH:13][c:14]([C:15](=[O:16])[O:17][CH3:18])[cH:19][cH:20][cH:21]2)[cH:9][cH:10][cH:11]1>>[CH3:1][N+:4]([CH3:3])([CH3:5])[CH2:6][c:7]1[n:8](-[c:12]2[cH:13][c:14]([C:15](=[O:16])[O:17][CH3:18])[cH:19][cH:20][cH:21]2)[cH:9][cH:10][cH:11]1.[I-:2].